From a dataset of the Open Reaction Database (ORD), a public repository of structured organic reaction records. describe an organic reaction: reactants, conditions, products, and yield The reactants are OCC(C)(C)NCCCCC1=CC=C(CC=2C=C(C=CC2C)[C@@H]2O[C@@H]([C@H]([C@@H]([C@H]2O)O)O)SC)C=C1 ((2S,3R,4R,5S,6R)-2-(3-(4-(4-((1-hydroxy-2-methylpropan-2-yl)amino)butyl)benzyl)-4-methylphenyl)-6-(methylthio)tetrahydro-2H-pyran-3,4,5-triol), NC(CO)(CO)CO (2-amino-2-(hydroxyl-methyl)propane-1,3-diol). Yields the product OCC(CO)(CO)NCCCCC1=CC=C(CC=2C=C(C=CC2C)[C@@H]2O[C@@H]([C@H]([C@@H]([C@H]2O)O)O)SC)C=C1 ((2S,3R,4R,5S,6R)-2-(3-(4-(4-((1,3-dihydroxy-2-(hydroxymethyl)propan-2-yl)amino)butyl)benzyl)-4-methylphenyl)-6-(methylthio)tetrahydro-2H-pyran-3,4,5-triol), bisformate. As a reaction SMILES: OCC(N[CH2:7][CH2:8][CH2:9][CH2:10][C:11]1[CH:35]=[CH:34][C:14]([CH2:15][C:16]2[CH:17]=[C:18]([C@H:23]3[C@H:28]([OH:29])[C@@H:27]([OH:30])[C@H:26]([OH:31])[C@@H:25]([S:32][CH3:33])[O:24]3)[CH:19]=[CH:20][C:21]=2[CH3:22])=[CH:13][CH:12]=1)(C)C.[NH2:36][C:37]([CH2:42][OH:43])([CH2:40][OH:41])[CH2:38][OH:39]>>[OH:39][CH2:38][C:37]([NH:36][CH2:7][CH2:8][CH2:9][CH2:10][C:11]1[CH:12]=[CH:13][C:14]([CH2:15][C:16]2[CH:17]=[C:18]([C@H:23]3[C@H:28]([OH:29])[C@@H:27]([OH:30])[C@H:26]([OH:31])[C@@H:25]([S:32][CH3:33])[O:24]3)[CH:19]=[CH:20][C:21]=2[CH3:22])=[CH:34][CH:35]=1)([CH2:42][OH:43])[CH2:40][OH:41]. Procedure details: The same procedure was employed as for amine 24, using 2-amino-2-(hydroxyl-methyl)propane-1,3-diol, to provide the product 25 as the bisformate salt. 1H NMR (400 MHz, MeOH-d4) δ ppm 8.53 (s, 2 H), 6.98-7.23 (m, 7 H), 4.39 (d, J=9.3 Hz, 1 H), 4.13 (d, J=9.1 Hz, 1H), 3.94-4.03 (m, 2 H), 3.69 (s, 6 H), 3.34-3.50 (m, 3 H), 3.03-3.13 (m, 2 H), 2.58-2.69 (m, 2 H), 2.20 (s, 3 H), 2.12-2.18 (m, 3 H), 1.70 (m, 4 H). [M+H]+=537. Starting materials: CO, CCOC(=O)C1=CC(OC)OC1OC, [H][H]. Yields the product CCOC(=O)C1CC(OC)OC1OC. RXN SMILES: [CH3:17][OH:18].[CH3:1][O:2][CH:3]1[O:4][CH:5]([O:13][CH3:14])[CH:6]=[C:7]1[C:8](=[O:9])[O:10][CH2:11][CH3:12].[H:15][H:16]>>[CH3:1][O:2][CH:3]1[O:4][CH:5]([O:13][CH3:14])[CH2:6][CH:7]1[C:8](=[O:9])[O:10][CH2:11][CH3:12]. The reactants are Cl(=O)(=O)(=O)O (perchloric acid), [N+](=O)([O-])C1=C(ON=C(C)OCC)C=CC(=C1)[N+](=O)[O-] (ethyl N-(2,4-dinitrophenoxy)acetimidate), ice water. Run in O1CCOCC1 (dioxane). Run at time 5 hour. Product: [N+](=O)([O-])C1=C(C=CC(=C1)[N+](=O)[O-])ON (O-(2,4-dinitrophenyl)hydroxylamine). Yield: 190.0%. As a reaction SMILES: [N+:1]([C:4]1[CH:16]=[C:15]([N+:17]([O-:19])=[O:18])[CH:14]=[CH:13][C:5]=1[O:6][N:7]=C(OCC)C)([O-:3])=[O:2].Cl(O)(=O)(=O)=O>O1CCOCC1>[N+:1]([C:4]1[CH:16]=[C:15]([N+:17]([O-:19])=[O:18])[CH:14]=[CH:13][C:5]=1[O:6][NH2:7])([O-:3])=[O:2]. Procedure: To a suspension of 2.0 g (0.0074 mole) of ethyl N-(2,4-dinitrophenoxy)acetimidate in 10 mL of dioxane, cooled in an ice/water bath, was added dropwise 3 mL of 70% perchloric acid during a 10 minute period. The reaction mixture was stirred at 0°-5° C. for five hours and then was poured into 100 mL of ice water. This mixture was extracted three times with 40 mL of methylene chloride. The combined extracts were dried over anhydrous magnesium sulfate and filtered. The solvent was evaporated from the... Product: FC1=C(C=CC=C1)NC(OCC)=O (ethyl N-(2-fluorophenyl)carbamate). RXN SMILES: [F:1][C:2]1[CH:8]=[CH:7][CH:6]=[CH:5][C:3]=1[NH2:4].Cl[C:10]([O:12][CH2:13][CH3:14])=[O:11].[OH-].[Na+].O>CCOCC>[F:1][C:2]1[CH:8]=[CH:7][CH:6]=[CH:5][C:3]=1[NH:4][C:10](=[O:11])[O:12][CH2:13][CH3:14] |f:2.3|. Run in CCOCC (ether), CCOCC (ether). Reaction conditions: time 3 hour. Reported procedure: To a solution of 2-fluoroaniline (11.1 g, 100.0 mmol) in 100 ml of dry ether cooled in an ice bath is added ethyl chloroformate (7.1 ml, 8.1 g, 75.0 mmol). After addition, the mixture is allowed to warm to RT and is stirred at RT for 3 hours. Then a 10% sodium hydroxide solution (54 ml, 2.8M, 150.0 mmol) is added, followed by another 7.1 ml of ethyl chloroformate. The mixture is stirred at RT for 3 hours, and is then poured into water and ether. The organic layer is separated, washed with 5% HCl... Reactants: ClC(=O)OCC (ethyl chloroformate), FC1=C(N)C=CC=C1 (2-fluoroaniline), ClC(=O)OCC (ethyl chloroformate), [OH-].[Na+] (sodium hydroxide), O (water). Run at time 1 hour. Reaction SMILES: C(OC(O[CH2:10][CH3:11])OCC)(=O)C.[NH:12]([C:14]1[C:19]([C:20]2[CH:25]=[CH:24][CH:23]=[CH:22][CH:21]=2)=[N:18]C=[CH:16][N:15]=1)[NH2:13]>>[C:20]1([C:19]2[C:14]3[N:15]([CH:16]=[N:13][N:12]=3)[CH:10]=[CH:11][N:18]=2)[CH:25]=[CH:24][CH:23]=[CH:22][CH:21]=1. Yields the product C1(=CC=CC=C1)C=1C=2N(C=CN1)C=NN2 (8-Phenyl-1,2,4-triazolo[4,3-a]pyrazine). Reactants: C(C)(=O)OC(OCC)OCC (diethoxymethyl acetate), N(N)C1=NC=CN=C1C1=CC=CC=C1 (2-hydrazino-3-phenylpyrazine). Procedure details: To 10 ml. of stirred diethoxymethyl acetate at room temperature is added, in portions, 2.0 g. of 2-hydrazino-3-phenylpyrazine. The reaction mixture is stirred at room temperature and after one hour the precipitated product is collected, washed with ethanol and air dried. The crude product is recrystallized from acetonitrile to yield 1.1 g. of the product of the example as tan needles, m.p. 238°-239° C.